The task is: describe an organic reaction: reactants, conditions, products, and yield. This data is from the Open Reaction Database (ORD), a public repository of structured organic reaction records. The reactants are [Cl-].[NH4+] (ammonium chloride), OC=1C=C(C=C(C1)O[C@H](COC)C)C=1N(C(=CC1)C=1SC=CN1)C(=O)OC(C)(C)C (t-Butyl 2-{3-hydroxy-5-[(1S)-2-methoxy-1-methylethoxy]phenyl}-5-(1,3-thiazol-2-yl)-1H-pyrrole-1-carboxylate), FC=1C=C(C=CC1F)S(=O)(=O)N(C)C (3,4-Difluoro-N,N-dimethylbenzenesulfonamide), [H-].[Na+] (sodium hydride). The solvent is CN1C(CCC1)=O (N-methylpyrrolidone). Conditions: temperature 100 celsius, time 4 hour. Product: FC=1C=C(C=CC1OC1=CC(=CC(=C1)C=1NC(=CC1)C=1SC=CN1)O[C@H](COC)C)S(=O)(=O)N(C)C (3-Fluoro-4-{3-[(1S)-2-methoxy-1-methylethoxy]-5-[5-(1,3-thiazol-2-yl)-1H-pyrrol-2-yl]phenoxy}-N,N-dimethylbenzenesulfonamide). The yield is 38.6%. RXN SMILES: [OH:1][C:2]1[CH:3]=[C:4]([C:14]2[N:15](C(OC(C)(C)C)=O)[C:16]([C:19]3[S:20][CH:21]=[CH:22][N:23]=3)=[CH:17][CH:18]=2)[CH:5]=[C:6]([O:8][C@@H:9]([CH3:13])[CH2:10][O:11][CH3:12])[CH:7]=1.[F:31][C:32]1[CH:33]=[C:34]([S:39]([N:42]([CH3:44])[CH3:43])(=[O:41])=[O:40])[CH:35]=[CH:36][C:37]=1F.[H-].[Na+].[Cl-].[NH4+]>CN1CCCC1=O>[F:31][C:32]1[CH:33]=[C:34]([S:39]([N:42]([CH3:44])[CH3:43])(=[O:41])=[O:40])[CH:35]=[CH:36][C:37]=1[O:1][C:2]1[CH:3]=[C:4]([C:14]2[NH:15][C:16]([C:19]3[S:20][CH:21]=[CH:22][N:23]=3)=[CH:17][CH:18]=2)[CH:5]=[C:6]([O:8][C@@H:9]([CH3:13])[CH2:10][O:11][CH3:12])[CH:7]=1 |f:2.3,4.5|. Procedure details: t-Butyl 2-{3-hydroxy-5-[(1S)-2-methoxy-1-methylethoxy]phenyl}-5-(1,3-thiazol-2-yl)-1H-pyrrole-1-carboxylate (65.0 mg, 0.151 mmol) synthesized in Example (38d) and 3,4-difluoro-N,N-dimethylbenzenesulfonamide (40.1 mg, 0.181 mmol) synthesized in Example (57a) were dissolved in N-methylpyrrolidone (5.0 mL), and sodium hydride (55%, 20 mg, 0.45 mmol) was added, followed by stirring at 100° C. for 4 hours under nitrogen atmosphere. The reaction solution was cooled to room temperature, a saturated aqu... Starting materials: COC(C)(C)C (tert-butyl methyl ether), ice, O([Si](C)(C)C(C)(C)C)C1C=CC(C1)=O (4-tert-butyldimethylsiloxy-2-cyclopentenone), [Br-].[Li+] (lithium bromide), [H-].[Al+3].[Li+].[H-].[H-].[H-] (lithium aluminum hydride). The solvent is C1(=CC=CC=C1)C (toluene). Conditions: temperature -20 celsius, time 2 hour. Product: [Si](C)(C)(C(C)(C)C)O[C@H]1C=C[C@H](C1)O (cis-4-tert-butyldimethylsilyloxy-2-cyclopentenol). Isolated yield 69.2%. Reaction SMILES: [O:1]([CH:9]1[CH2:13][C:12](=[O:14])[CH:11]=[CH:10]1)[Si:2]([C:5]([CH3:8])([CH3:7])[CH3:6])([CH3:4])[CH3:3].[Br-].[Li+].[H-].[Al+3].[Li+].[H-].[H-].[H-].COC(C)(C)C>C1(C)C=CC=CC=1>[Si:2]([O:1][C@@H:9]1[CH2:13][C@H:12]([OH:14])[CH:11]=[CH:10]1)([C:5]([CH3:8])([CH3:7])[CH3:6])([CH3:4])[CH3:3] |f:1.2,3.4.5.6.7.8|. Reported procedure: A mechanically stirred solution of 4-tert-butyldimethylsiloxy-2-cyclopentenone (501 mg, 2.36 mmol) in anhydrous toluene (10 mL) under an atmosphere of argon is treated with lithium bromide (1.06 g, 12.2 mmol). The mixture is cooled to -20° C. with an ice/salt bath and treated with lithium aluminum hydride (92.0 mg, 2.42 mmol) in one portion followed by tert-butyl methyl ether (1.0 mL). The ice/salt bath is replaced with an ice bath and the reaction is then stirred for 2 hours at 0° C. It is then... Product: N1=CNC2=C1C=CC(=C2)C2CCC(CC2)N2CC(C2)NC(=O)CNC(C2=CC(=CC=C2)C(F)(F)F)=O (N-({1-[4-(3H-Benzoimidazol-5-yl)-cyclohexyl]-azetidin-3-ylcarbamoyl}-methyl)-3-trifluoromethyl-benzamide). Procedure: The title compound was prepared as a white solid by hydrogenation of 4-(3H-benzoimidazol-5-yl)-cyclohex-3-enone (as prepared in the previous step) using the procedure described in Step C of Example 5 followed by reductive amination of the ketone with N-(azetidin-3-ylcarbamoylmethyl)-3-trifluoromethyl-benzamide (as prepared in step B of Example 4) using the procedure described in Step C of Example 4. The reactants are N1=CNC2=C1C=CC(=C2)C2=CCC(CC2)=O (4-(3H-benzoimidazol-5-yl)-cyclohex-3-enone), ketone, N1CC(C1)NC(=O)CNC(C1=CC(=CC=C1)C(F)(F)F)=O (N-(azetidin-3-ylcarbamoylmethyl)-3-trifluoromethyl-benzamide). As a reaction SMILES: [N:1]1[C:5]2[CH:6]=[CH:7][C:8]([C:10]3[CH2:15][CH2:14][C:13](=O)[CH2:12][CH:11]=3)=[CH:9][C:4]=2[NH:3][CH:2]=1.[NH:17]1[CH2:20][CH:19]([NH:21][C:22]([CH2:24][NH:25][C:26](=[O:37])[C:27]2[CH:32]=[CH:31][CH:30]=[C:29]([C:33]([F:36])([F:35])[F:34])[CH:28]=2)=[O:23])[CH2:18]1>>[N:1]1[C:5]2[CH:6]=[CH:7][C:8]([CH:10]3[CH2:15][CH2:14][CH:13]([N:17]4[CH2:20][CH:19]([NH:21][C:22]([CH2:24][NH:25][C:26](=[O:37])[C:27]5[CH:32]=[CH:31][CH:30]=[C:29]([C:33]([F:36])([F:34])[F:35])[CH:28]=5)=[O:23])[CH2:18]4)[CH2:12][CH2:11]3)=[CH:9][C:4]=2[NH:3][CH:2]=1. The reactants are C(C)(C)(C)OC(NCCO)=O (tert-butyl-N-(2-hydroxyethyl)-carbamate), [H-].[Na+] (sodium hydride), C(C1=CC=CC=C1)Br (benzyl bromide). Reagents/catalysts: [I-].C(CCC)[N+](CCCC)(CCCC)CCCC (tetrabutylammonium iodide). Conditions: time 8 hour. The product is C(C)(C)(C)OC(NCCOCC1=CC=CC=C1)=O ((2-Benzyloxyethyl)-carbamic acid tert-butyl ester). Isolated yield 30.8%. Reaction SMILES: [C:1]([O:5][C:6](=[O:11])[NH:7][CH2:8][CH2:9][OH:10])([CH3:4])([CH3:3])[CH3:2].[H-].[Na+].[CH2:14](Br)[C:15]1[CH:20]=[CH:19][CH:18]=[CH:17][CH:16]=1>[I-].C([N+](CCCC)(CCCC)CCCC)CCC>[C:1]([O:5][C:6](=[O:11])[NH:7][CH2:8][CH2:9][O:10][CH2:14][C:15]1[CH:20]=[CH:19][CH:18]=[CH:17][CH:16]=1)([CH3:4])([CH3:2])[CH3:3] |f:1.2,4.5|. Procedure details: Dissolve tert-butyl-N-(2-hydroxyethyl)-carbamate (10 mL, 64.5 mmol) in anhydrous THY (500 mL) at 0° C. Add sodium hydride (60% in mineral oil, 3.1 g, 77.4 mmol) and stir for 30 min at 0° C. Add benzyl bromide (9.2 mL, 77 mmol) followed by tetrabutylammonium iodide (3.7 g, 10 mmol) and stir at ambient temperature overnight. Quench with water (500 mL), extract with diethyl ether (3×100 mL), wash the combined organic extracts with brine, dry over MgSO4, filter, and evaporate to give the desired int... Product: Cc1cccc2nc(CSc3nc(-c4ccccc4)nn3C)nn12. Reactants: O=C([O-])[O-], CI, Cc1cccc2nc(CSc3nc(-c4ccccc4)n[nH]3)nn12, [K+], [K+], CN(C)C=O. As a reaction SMILES: [C:26](=[O:27])([O-:28])[O-:29].[CH3:1][I:2].[CH3:3][c:4]1[cH:5][cH:6][cH:7][c:8]2[n:9]1[n:10][c:11]([CH2:13][S:14][c:15]1[nH:16][n:17][c:18](-[c:20]3[cH:21][cH:22][cH:23][cH:24][cH:25]3)[n:19]1)[n:12]2.[K+:30].[K+:31].[O:32]=[CH:33][N:34]([CH3:35])[CH3:36]>>[CH3:3][c:4]1[cH:5][cH:6][cH:7][c:8]2[n:9]1[n:10][c:11]([CH2:13][S:14][c:15]1[n:16]([CH3:26])[n:17][c:18](-[c:20]3[cH:21][cH:22][cH:23][cH:24][cH:25]3)[n:19]1)[n:12]2. Reactants: C(C1=CC=CC=C1)N1C(=NC(=C1)C(F)(F)F)C=1OC(=CC1)C1=CC=C(C=C1)OC (2-[1-benzyl-4-(trifluoromethyl)-imidazol-2-yl]-5-(4-methoxyphenyl)-furan), NC(CCSC)C(=O)O (D,L-methionine), N (ammonia). The solvent is CS(=O)(=O)O (methanesulphonic acid). Product: C(C1=CC=CC=C1)N1C(=NC(=C1)C(F)(F)F)C=1OC(=CC1)C1=CC=C(C=C1)O (2-[1-benzyl-4-(trifluoromethyl)-1H-imidazol-2-yl]-5-(4-hydroxyphenyl)-furan). RXN SMILES: [CH2:1]([N:8]1[CH:12]=[C:11]([C:13]([F:16])([F:15])[F:14])[N:10]=[C:9]1[C:17]1[O:18][C:19]([C:22]2[CH:27]=[CH:26][C:25]([O:28]C)=[CH:24][CH:23]=2)=[CH:20][CH:21]=1)[C:2]1[CH:7]=[CH:6][CH:5]=[CH:4][CH:3]=1.NC(C(O)=O)CCSC.N>CS(O)(=O)=O>[CH2:1]([N:8]1[CH:12]=[C:11]([C:13]([F:16])([F:15])[F:14])[N:10]=[C:9]1[C:17]1[O:18][C:19]([C:22]2[CH:23]=[CH:24][C:25]([OH:28])=[CH:26][CH:27]=2)=[CH:20][CH:21]=1)[C:2]1[CH:7]=[CH:6][CH:5]=[CH:4][CH:3]=1. Procedure details: A solution of 19.6 g of 2-[1-benzyl-4-(trifluoromethyl)-imidazol-2-yl]-5-(4-methoxyphenyl)-furan and 8.1 g of D,L-methionine in 110 ml of methanesulphonic acid is stirred under nitrogen for 20 hours at 100°. After cooling, the reaction mixture is poured onto ice, the pH is adjusted to 8 with concentrated ammonia and the mixture is extracted several times with methylene chloride. Washing with water, drying and concentration by evaporation of the organic phase yield the crystalline 2-[1-benzyl-4-(... The reactants are ClC1=NC(=NC(=N1)Cl)NCC(=O)OCC (ethyl N-(2,4-dichloro-1,3,5-triazin-6-yl)glycinate), CC1(NC(CC(C1)NCCCC)(C)C)C (2,2,6,6-tetramethyl-4-(butylamino)piperidine), C([O-])(O)=O.[Na+] (sodium bicarbonate). Run in C=1(C(=CC=CC1)C)C (xylene). Yields the product C(CCC)N(C1CC(NC(C1)(C)C)(C)C)C1=NC(=NC(=N1)N(CCCC)C1CC(NC(C1)(C)C)(C)C)NCC(=O)OCC (Ethyl N-[2,4-bis(N-butyl-N-(2,2,6,6-tetramethyl-4-piperidyl)amino) -1,3,5-triazin-6-yl]glycinate). Yield: 96.3%. Reaction SMILES: Cl[C:2]1[N:7]=[C:6](Cl)[N:5]=[C:4]([NH:9][CH2:10][C:11]([O:13][CH2:14][CH3:15])=[O:12])[N:3]=1.[CH3:16][C:17]1([CH3:30])[CH2:22][CH:21]([NH:23][CH2:24][CH2:25][CH2:26][CH3:27])[CH2:20][C:19]([CH3:29])([CH3:28])[NH:18]1.C(=O)(O)[O-].[Na+]>C1(C)C(C)=CC=CC=1>[CH2:24]([N:23]([C:2]1[N:7]=[C:6]([N:23]([CH:21]2[CH2:22][C:17]([CH3:30])([CH3:16])[NH:18][C:19]([CH3:28])([CH3:29])[CH2:20]2)[CH2:24][CH2:25][CH2:26][CH3:27])[N:5]=[C:4]([NH:9][CH2:10][C:11]([O:13][CH2:14][CH3:15])=[O:12])[N:3]=1)[CH:21]1[CH2:20][C:19]([CH3:29])([CH3:28])[NH:18][C:17]([CH3:30])([CH3:16])[CH2:22]1)[CH2:25][CH2:26][CH3:27] |f:2.3|. Reported procedure: 2.36 g of ethyl N-(2,4-dichloro-1,3,5-triazin-6-yl)glycinate [obtained as described in Preparation 4(A)], 4.19 g of 2,2,6,6-tetramethyl-4-(butylamino)piperidine [obtained as described in Preparation i(A)] and 2.77 g of sodium bicarbonate were heated under reflux in 20 ml of xylene for 29 hours. At the end of this time, the xylene was removed by distillation under reduced pressure, and a mixture of methylene chloride and water was added to the resulting residue, after which the mixture was shaken... Starting materials: C1N2CN3CN1CN(C2)C3 (Hexamethylenetetramine), C(C)(=O)O (acetic acid), N1C=CC2=CC=CN=C12 (7-Azaindole). Solvent: ice water. Conditions: time 18 hour. Product: N1C(=CC2=CC=CN=C12)C=O (7-azaindole-2-carboxaldehyde). Yield: 58.0%. As a reaction SMILES: [NH:1]1[C:9]2[C:4](=[CH:5][CH:6]=[CH:7][N:8]=2)[CH:3]=[CH:2]1.C1N2CN3CN(C2)CN1C3.[C:20](O)(=[O:22])C>>[NH:1]1[C:9]2[C:4](=[CH:5][CH:6]=[CH:7][N:8]=2)[CH:3]=[C:2]1[CH:20]=[O:22]. Reported procedure: To a solution of 7-Azaindole (Aldrich Chemical Co. Cat No. A9,550-2, 4.12 g, 34.9 mmol) in 33% acetic acid (43 ml) was added Hexamethylenetetramine (7.3 g, 5.2 mmol) and the reaction was heated at reflux for 6 hours. The reaction mixture was cooled to room temperature and diluted with ice water (100 ml). The mixture was then left at 0° C. for 18 h. to crystallize product. The beige powder was filtered and washed with water to provide 7-azaindole-2-carboxaldehyde (2.95 g, 58%). 1H NMR (DMSO-d6) δ...